From a dataset of the Open Reaction Database (ORD), a public repository of structured organic reaction records. describe an organic reaction: reactants, conditions, products, and yield Reactants: C(=C)(C)C1=CC=CC=C1 (isopropenylbenzene), C(C)(C)C1=CC=CC=C1 (Isopropylbenzene), N(=O)OC(C)(C)C (t-butyl nitrite), ON1C(C=2C(C1=O)=CC=CC2)=O (N-hydroxyphthalimide), OC(C)(C)C1=CC=CC=C1 ((1-hydroxy-1-methylethyl)benzene). Run in C(C)(=O)O (acetic acid). Reaction conditions: temperature 80 celsius, time 20 hour. Product: CC(C)([N+](=O)[O-])C1=CC=CC=C1 ((1-methyl-1-nitroethyl)benzene). As a reaction SMILES: [CH:1]([C:4]1[CH:9]=[CH:8][CH:7]=[CH:6][CH:5]=1)([CH3:3])[CH3:2].[N:10]([O:12]C(C)(C)C)=[O:11].ON1C(=O)C2=CC=CC=C2C1=O.C(C1C=CC=CC=1)(C)=C.OC(C1C=CC=CC=1)(C)C>C(O)(=O)C>[CH3:2][C:1]([C:4]1[CH:9]=[CH:8][CH:7]=[CH:6][CH:5]=1)([N+:10]([O-:12])=[O:11])[CH3:3]. Procedure details: Isopropylbenzene (1 ml), t-butyl nitrite (1 mmol), N-hydroxyphthalimide (0.2 mmol), and acetic acid (1 ml) were placed in a flask and were stirred at 80° C. in an atmosphere of argon gas (1 atm=0.101 MPa) for 20 hours. The resulting reaction mixture was analyzed to find that isopropenylbenzene, (1-hydroxy-1-methylethyl)benzene, and (1-methyl-1-nitroethyl)benzene were formed in yields of 60%, 6%, and 7%, respectively. The reactants are O=C([O-])[O-], CCOC(OCC)OCC, [K+], [K+], O, Cc1ccc(S(=O)(=O)O)cc1, c1c[nH]cn1. As a reaction SMILES: [C:18](=[O:19])([O-:20])[O-:21].[CH:24]([O:25][CH2:26][CH3:27])([O:28][CH2:29][CH3:30])[O:31][CH2:32][CH3:33].[K+:22].[K+:23].[OH2:6].[c:7]1([CH3:8])[cH:9][cH:10][c:11]([S:12]([OH:13])(=[O:14])=[O:15])[cH:16][cH:17]1.[nH:1]1[cH:2][n:3][cH:4][cH:5]1>>[n:1]1([CH:24]([O:25][CH2:26][CH3:27])[O:28][CH2:29][CH3:30])[cH:2][n:3][cH:4][cH:5]1. The product is CCOC(OCC)n1ccnc1. The reactants are NC1=C(OC2=C(C=C(C=C2)C(NO)=N)Cl)C=C(C=C1)Cl (4-(2-amino-5-chlorophenoxy)-3-chloro-N-hydroxy-benzene carboximidamide), C(C)(=O)Cl (acetyl chloride), N1=CC=CC=C1 (pyridine). Reaction SMILES: [NH2:1][C:2]1[CH:19]=[CH:18][C:17]([Cl:20])=[CH:16][C:3]=1[O:4][C:5]1[CH:10]=[CH:9][C:8]([C:11](=[NH:14])[NH:12][OH:13])=[CH:7][C:6]=1[Cl:15].[C:21](Cl)(=[O:23])[CH3:22].N1C=CC=[CH:27][CH:26]=1>Cl>[Cl:20][C:17]1[CH:18]=[CH:19][C:2]([NH:1][C:21](=[O:23])[CH3:22])=[C:3]([O:4][C:5]2[CH:10]=[CH:9][C:8]([C:11]3[N:14]=[C:26]([CH3:27])[O:13][N:12]=3)=[CH:7][C:6]=2[Cl:15])[CH:16]=1. Run in Cl (HCl). The product is ClC1=CC(=C(C=C1)NC(C)=O)OC1=C(C=C(C=C1)C1=NOC(=N1)C)Cl (N-[4-chloro-2-[2-chloro-4-(5-methyl-1,2,4-oxadiazol-3-yl)phenoxy]phenyl]-acetamide). Reported procedure: The subtitle compound was prepared using the product from step i) (0.94 g) which was dissolved in pyridine (10 ml) and treated with acetyl chloride (0.22 ml) at 0 C. This was then allowed to warm to room temperature. The mixture was heated at reflux for 3 hours, diluted with 2M HCl, extracted with ethyl acetate, dried and concentrated under reduced pressure to an oil. The residue was purified by chromatography on silica eluting with diethyl ether/isohexane 3:1, yield 0.50 g. Reactants: ClC1=C(C=CC(=C1)NC1=C(C=C(C=C1)F)F)C(=O)C1=C(C=CC(=C1)C#C[Si](C)(C)C)C ([2-Chloro-4-(2,4-difluoro-phenylamino)-phenyl]-(2-methyl-5-trimethylsilanylethynyl-phenyl)-methanone), C(=O)([O-])[O-].[K+].[K+] (K2CO3), CCOC(=O)C.O (EtOAc water). The solvent is CO (methanol). Yields the product ClC1=C(C=CC(=C1)NC1=C(C=C(C=C1)F)F)C(=O)C1=C(C=CC(=C1)C#C)C ([2-Chloro-4-(2,4-difluoro-phenylamino)-phenyl]-(5-ethynyl-2-methyl-phenyl)-methanone). RXN SMILES: [Cl:1][C:2]1[CH:7]=[C:6]([NH:8][C:9]2[CH:14]=[CH:13][C:12]([F:15])=[CH:11][C:10]=2[F:16])[CH:5]=[CH:4][C:3]=1[C:17]([C:19]1[CH:24]=[C:23]([C:25]#[C:26][Si](C)(C)C)[CH:22]=[CH:21][C:20]=1[CH3:31])=[O:18].C([O-])([O-])=O.[K+].[K+].CCOC(C)=O.O>CO>[Cl:1][C:2]1[CH:7]=[C:6]([NH:8][C:9]2[CH:14]=[CH:13][C:12]([F:15])=[CH:11][C:10]=2[F:16])[CH:5]=[CH:4][C:3]=1[C:17]([C:19]1[CH:24]=[C:23]([C:25]#[CH:26])[CH:22]=[CH:21][C:20]=1[CH3:31])=[O:18] |f:1.2.3,4.5|. Reported procedure: A solution of compound 406 (426 mg, 0.94 mmol) and K2CO3 (195 mg, 1.41 mmol) in methanol (4.0 mL) were stirred at RT for 5 h. The reaction mixture was poured into a mixture of EtOAc/water. The organic phase was washed with water, brine and then dried (MgSO4), filtered and concentrated in vacuo to give the crude title compound. The product was used without any further purification. Reactants: COc1ccc(C(C)C(=O)O)cc1, O=C(Cl)C(=O)Cl, CN(C)C=O, c1ccccc1. The product is COc1ccc(C(C)C(N)=O)cc1. Reaction SMILES: [CH3:1][O:2][c:3]1[cH:4][cH:5][c:6]([CH:9]([C:10](=[O:11])[OH:12])[CH3:13])[cH:7][cH:8]1.[Cl:14][C:15]([C:16]([Cl:17])=[O:18])=[O:19].[O:20]=[CH:21][N:22]([CH3:23])[CH3:24].[cH:25]1[cH:26][cH:27][cH:28][cH:29][cH:30]1>>[CH3:1][O:2][c:3]1[cH:4][cH:5][c:6]([CH:9]([C:10](=[O:11])[NH2:22])[CH3:13])[cH:7][cH:8]1. Starting materials: O (water), IC (iodomethane), [H-].[Na+] (sodium hydride), BrC=1C=C(C[C@H](NC(=O)OC(C)(C)C)C(=O)OC)C(=CC1)F (methyl 3-bromo-N-(tert-butoxycarbonyl)-6-fluoro-L-phenylalaninate). Run in C(C)(=O)OCC (ethyl acetate), O1CCCC1 (tetrahydrofuran). Conditions: time 8 hour. Yields the product BrC=1C=C(C[C@H](N(C)C(=O)OC(C)(C)C)C(=O)OC)C(=CC1)F (Methyl 3-bromo-N-(tert-butoxycarbonyl)-6-fluoro-N-methyl-L-phenylalaninate). As a reaction SMILES: I[CH3:2].[H-].[Na+].[Br:5][C:6]1[CH:7]=[C:8]([C:23]([F:26])=[CH:24][CH:25]=1)[CH2:9][C@@H:10]([C:19]([O:21][CH3:22])=[O:20])[NH:11][C:12]([O:14][C:15]([CH3:18])([CH3:17])[CH3:16])=[O:13].O>O1CCCC1.C(OCC)(=O)C>[Br:5][C:6]1[CH:7]=[C:8]([C:23]([F:26])=[CH:24][CH:25]=1)[CH2:9][C@@H:10]([C:19]([O:21][CH3:22])=[O:20])[N:11]([C:12]([O:14][C:15]([CH3:18])([CH3:17])[CH3:16])=[O:13])[CH3:2] |f:1.2|. Procedure: 49.8 g (350.86 mmol) of iodomethane and 2.28 g (57.01 mmol) of sodium hydride are added to a solution of 16.5 g (43.86 mmol) of methyl 3-bromo-N-(tert-butoxycarbonyl)-6-fluoro-L-phenylalaninate (Example 5O) in 220 ml of anhydrous tetrahydrofuran. The reaction mixture is stirred at RT overnight. 1000 ml of water and 1000 ml of ethyl acetate are added to the mixture. The organic phase is washed successively with water and a saturated sodium chloride solution, dried over sodium sulfate and concentr... The reactants are CO, ClC(Cl)Cl, On1c(-c2ccncc2)c(-c2ccc(F)cc2)c2ncccc21, C=[N+]=[N-]. Product: COn1c(-c2ccncc2)c(-c2ccc(F)cc2)c2ncccc21. RXN SMILES: [CH3:31][OH:32].[CH:27]([Cl:28])([Cl:29])[Cl:30].[F:1][c:2]1[cH:3][cH:4][c:5](-[c:8]2[c:9](-[c:18]3[cH:19][cH:20][n:21][cH:22][cH:23]3)[n:10]([OH:17])[c:11]3[c:12]2[n:13][cH:14][cH:15][cH:16]3)[cH:6][cH:7]1.[N+:24](=[N-:25])=[CH2:26]>>[F:1][c:2]1[cH:3][cH:4][c:5](-[c:8]2[c:9](-[c:18]3[cH:19][cH:20][n:21][cH:22][cH:23]3)[n:10]([O:17][CH3:26])[c:11]3[c:12]2[n:13][cH:14][cH:15][cH:16]3)[cH:6][cH:7]1.